The task is: describe an organic reaction: reactants, conditions, products, and yield. This data is from the Open Reaction Database (ORD), a public repository of structured organic reaction records. Reactants: C1CCOC1, CCO, Cl, CCOC(=O)C=Cc1ccc(C(=C2CC(C)(C)CC(C)(C)C2)c2ccc(O)c(F)c2)cc1, [Na+], [OH-]. The product is CC1(C)CC(=C(c2ccc(C=CC(=O)O)cc2)c2ccc(O)c(F)c2)CC(C)(C)C1. As a reaction SMILES: [CH2:39]1[O:40][CH2:41][CH2:42][CH2:43]1.[CH3:36][CH2:37][OH:38].[ClH:35].[F:1][c:2]1[cH:3][c:4]([C:9]([c:10]2[cH:11][cH:12][c:13]([CH:16]=[CH:17][C:18](=[O:19])[O:20][CH2:21][CH3:22])[cH:14][cH:15]2)=[C:23]2[CH2:24][C:25]([CH3:31])([CH3:32])[CH2:26][C:27]([CH3:29])([CH3:30])[CH2:28]2)[cH:5][cH:6][c:7]1[OH:8].[Na+:34].[OH-:33]>>[F:1][c:2]1[cH:3][c:4]([C:9]([c:10]2[cH:11][cH:12][c:13]([CH:16]=[CH:17][C:18](=[O:19])[OH:20])[cH:14][cH:15]2)=[C:23]2[CH2:24][C:25]([CH3:31])([CH3:32])[CH2:26][C:27]([CH3:29])([CH3:30])[CH2:28]2)[cH:5][cH:6][c:7]1[OH:8]. Reactants: C=CCI, CN(C)C=O, COc1ccc2[nH]c(=O)c(C#N)c(-c3cccc(F)c3)c2c1, [H-], [Na+]. The product is C=CCn1c(=O)c(C#N)c(-c2cccc(F)c2)c2cc(OC)ccc21. As a reaction SMILES: [CH2:25]([CH:26]=[CH2:27])[I:28].[CH3:29][N:30]([CH3:31])[CH:32]=[O:33].[F:1][c:2]1[cH:3][c:4](-[c:8]2[c:9]([C:21]#[N:22])[c:10](=[O:20])[nH:11][c:12]3[cH:13][cH:14][c:15]([O:18][CH3:19])[cH:16][c:17]23)[cH:5][cH:6][cH:7]1.[H-:23].[Na+:24]>>[F:1][c:2]1[cH:3][c:4](-[c:8]2[c:9]([C:21]#[N:22])[c:10](=[O:20])[n:11]([CH2:27][CH:26]=[CH2:25])[c:12]3[cH:13][cH:14][c:15]([O:18][CH3:19])[cH:16][c:17]23)[cH:5][cH:6][cH:7]1. Reactants: ClC(=O)OCC(C)C (isobutyl chloroformate), C[Si](ON)(C)C (O-(Trimethylsilyl)hydroxylamine), NC(COCC1=NOC(=N1)[C@@H](CC(=O)O)CCCC1CCCCC1)=O ((3R)-3-{3-[(2-amino-2-oxoethoxy)methyl]-1,2,4-oxadiazol-5-yl}6-cyclohexylhexanoic acid), CN1CCOCC1 (N-methylmorpholine). Solvent: O1CCCC1 (tetrahydrofuran), CO (methanol). Run at time 2.5 hour. Product: NC(COCC1=NOC(=N1)[C@@H](CC(=O)NO)CCCC1CCCCC1)=O ((3R)-3-{3-[(2-Amino-2-oxoethoxy)methyl]-1,2,4-oxadiazol-5-yl}-6-cyclohexyl-N-hydroxyhexanamide). Isolated yield 32.6%. As a reaction SMILES: [NH2:1][C:2](=[O:25])[CH2:3][O:4][CH2:5][C:6]1[N:10]=[C:9]([C@H:11]([CH2:16][CH2:17][CH2:18][CH:19]2[CH2:24][CH2:23][CH2:22][CH2:21][CH2:20]2)[CH2:12][C:13](O)=[O:14])[O:8][N:7]=1.CN1CCOCC1.ClC(OCC(C)C)=O.C[Si](C)(C)[O:43][NH2:44]>O1CCCC1.CO>[NH2:1][C:2](=[O:25])[CH2:3][O:4][CH2:5][C:6]1[N:10]=[C:9]([C@H:11]([CH2:16][CH2:17][CH2:18][CH:19]2[CH2:24][CH2:23][CH2:22][CH2:21][CH2:20]2)[CH2:12][C:13]([NH:44][OH:43])=[O:14])[O:8][N:7]=1. Reported procedure: A solution of (3R)-3-{3-[(2-amino-2-oxoethoxy)methyl]-1,2,4-oxadiazol-5-yl}6-cyclohexylhexanoic acid (Preparation 91) (178 mg, 0.50 mmol) and N-methylmorpholine (1001 μl, 0.91 mmol) in anhydrous tetrahydrofuran (8 ml) was cooled to 0° C., treated with isobutyl chloroformate (70 μl, 0.54 mmol) and stirred under a nitrogen atmosphere for 2.5 hours. O-(Trimethylsilyl)hydroxylamine (200 μl, 1.63 mmol) was added and the mixture was stirred for 18 hours, being allowed to warm to room temperature over ... Starting materials: O=C(Cl)c1ccccc1, Cc1cc(O)c2ccccc2c1O, c1ccncc1. The product is Cc1cc(OC(=O)c2ccccc2)c2ccccc2c1O. As a reaction SMILES: [C:14]([c:15]1[cH:16][cH:17][cH:18][cH:19][cH:20]1)(=[O:21])[Cl:22].[CH3:1][c:2]1[c:3]([OH:13])[c:4]2[cH:5][cH:6][cH:7][cH:8][c:9]2[c:10]([OH:12])[cH:11]1.[cH:23]1[cH:24][cH:25][n:26][cH:27][cH:28]1>>[CH3:1][c:2]1[c:3]([OH:13])[c:4]2[cH:5][cH:6][cH:7][cH:8][c:9]2[c:10]([O:12][C:14]([c:15]2[cH:16][cH:17][cH:18][cH:19][cH:20]2)=[O:21])[cH:11]1. Reactants: NCCCN1C(=NC=2C(=NC=3C=CC=CC3C21)N)CCCC (1-(3-aminopropyl)-2-butyl-1H-imidazo[4,5-c]quinolin-4-amine), C(C1=CC=CC=C1)(=O)Cl (Benzoyl chloride). Solvent: CN1C(CCC1)=O (1-methyl-2-pyrrolidinone). The product is NC1=NC=2C=CC=CC2C2=C1N=C(N2CCCNC(C2=CC=CC=C2)=O)CCCC (N-[3-(4-amino-2-butyl-1H-imidazo[4,5-c]quinolin-1-yl)propyl]benzamide). Yield: 39.5%. Reaction SMILES: [NH2:1][CH2:2][CH2:3][CH2:4][N:5]1[C:17]2[C:16]3[CH:15]=[CH:14][CH:13]=[CH:12][C:11]=3[N:10]=[C:9]([NH2:18])[C:8]=2[N:7]=[C:6]1[CH2:19][CH2:20][CH2:21][CH3:22].[C:23](Cl)(=[O:30])[C:24]1[CH:29]=[CH:28][CH:27]=[CH:26][CH:25]=1>CN1CCCC1=O>[NH2:18][C:9]1[C:8]2[N:7]=[C:6]([CH2:19][CH2:20][CH2:21][CH3:22])[N:5]([CH2:4][CH2:3][CH2:2][NH:1][C:23](=[O:30])[C:24]3[CH:29]=[CH:28][CH:27]=[CH:26][CH:25]=3)[C:17]=2[C:16]2[CH:15]=[CH:14][CH:13]=[CH:12][C:11]=2[N:10]=1. Reported procedure: Under a nitrogen atmnosphere triethylamine (765 mg, 7.56 mmol) was added to a solution of 1-(3-aminopropyl)-2-butyl-1H-imidazo[4,5-c]quinolin-4-amine (1.50 g, 5.04 mmol) in 1-methyl-2-pyrrolidinone (50 mL). Benzoyl chloride (972 mg, 5.55 mmol) was added dropwise. When analysis by HPLC indicated that the reaction was complete, the reaction solution was poured into distilled water (500 mL). The pH was adjusted to 10 using solid potassium carbonate. A solid was isolated by filtration, rinsed with w... The reactants are FC1=C(C=C(C=C1)F)[C@]([C@H](C#N)C)(CN1N=CN=C1)O ((2S,3R)-3-(2,5-Difluoro-phenyl)-3-hydroxy-2-methyl-4-[1,2,4]triazol-1-yl-butyronitrile), C(C)SP(=S)(OCC)[O-] (diethyldithiophospate), O (H2O), CCCCCC (n-Hexane), O (water). Solvent: C(Cl)Cl (CH2Cl2). Conditions: temperature 80 celsius, time 2 hour. The product is FC1=C(C=C(C=C1)F)[C@]([C@H](C(=S)N)C)(CN1N=CN=C1)O ((2R,3R)-3-(2,5-Difluoro-phenyl)-3-hydroxy-2-methyl-4-[1,2,4]triazol-1-ylthiobutyramide). The yield is 56.0%. As a reaction SMILES: [F:1][C:2]1[CH:7]=[CH:6][C:5]([F:8])=[CH:4][C:3]=1[C@@:9]([OH:20])([CH2:14][N:15]1[CH:19]=[N:18][CH:17]=[N:16]1)[C@@H:10]([CH3:13])[C:11]#[N:12].C([S:23]P([O-])(OCC)=S)C.O.CCCCCC>C(Cl)Cl>[F:1][C:2]1[CH:7]=[CH:6][C:5]([F:8])=[CH:4][C:3]=1[C@@:9]([OH:20])([CH2:14][N:15]1[CH:19]=[N:18][CH:17]=[N:16]1)[C@@H:10]([CH3:13])[C:11]([NH2:12])=[S:23]. Procedure: A mixture of (2S,3R)-3-(2,5-Difluoro-phenyl)-3-hydroxy-2-methyl-4-[1,2,4]triazol-1-yl-butyronitrile (30.5 g, 0.110 mol), diethyldithiophospate (235 ml) and H2O (110 ml) was stirred at 80° C. for 2 hrs. The reaction mixture was cooled down to r.t. n-Hexane (400 ml) and water (200 ml) was added. The whole was shaken well and the aqueous layer was separated. The remaining organic layer was further extracted with H2O (100 ml×3). All the aqueous layer was combined. Cooled down to 0° C. and neutralize... The reactants are CO, Cc1ccc(CN2CCC(CNC(=O)CNC(=O)c3cc(F)c(F)cc3N)CC2)cc1[N+](=O)[O-]. Yields the product Cc1ccc(CN2CCC(CNC(=O)CNC(=O)c3cc(F)c(F)cc3N)CC2)cc1N. Reaction SMILES: [CH3:35][OH:36].[NH2:1][c:2]1[c:3]([C:4](=[O:5])[NH:6][CH2:7][C:8](=[O:9])[NH:10][CH2:11][CH:12]2[CH2:13][CH2:14][N:15]([CH2:18][c:19]3[cH:20][c:21]([N+:26]([O-:27])=[O:28])[c:22]([CH3:25])[cH:23][cH:24]3)[CH2:16][CH2:17]2)[cH:29][c:30]([F:34])[c:31]([F:33])[cH:32]1>>[NH2:1][c:2]1[c:3]([C:4](=[O:5])[NH:6][CH2:7][C:8](=[O:9])[NH:10][CH2:11][CH:12]2[CH2:13][CH2:14][N:15]([CH2:18][c:19]3[cH:20][c:21]([NH2:26])[c:22]([CH3:25])[cH:23][cH:24]3)[CH2:16][CH2:17]2)[cH:29][c:30]([F:34])[c:31]([F:33])[cH:32]1. The reactants are O=C([O-])[O-], C1COCCO1, COc1nc2cc(Cl)c(Cl)c(I)c2nc1OC, [K+], [K+], O, c1ccc(P(c2ccccc2)(c2ccccc2)[Pd](P(c2ccccc2)(c2ccccc2)c2ccccc2)(P(c2ccccc2)(c2ccccc2)c2ccccc2)P(c2ccccc2)(c2ccccc2)c2ccccc2)cc1, OB(O)c1cccnc1. Yields the product COc1nc2cc(Cl)c(Cl)c(-c3cccnc3)c2nc1OC. As a reaction SMILES: [C:27](=[O:28])([O-:29])[O-:30].[CH2:33]1[O:34][CH2:35][CH2:36][O:37][CH2:38]1.[Cl:1][c:2]1[c:3]([I:17])[c:4]2[n:5][c:6]([O:15][CH3:16])[c:7]([O:13][CH3:14])[n:8][c:9]2[cH:10][c:11]1[Cl:12].[K+:31].[K+:32].[OH2:39].[cH:40]1[cH:41][cH:42][c:43]([P:44]([Pd:45]([P:46]([c:47]2[cH:48][cH:49][cH:50][cH:51][cH:52]2)([c:53]2[cH:54][cH:55][cH:56][cH:57][cH:58]2)[c:59]2[cH:60][cH:61][cH:62][cH:63][cH:64]2)([P:65]([c:66]2[cH:67][cH:68][cH:69][cH:70][cH:71]2)([c:72]2[cH:73][cH:74][cH:75][cH:76][cH:77]2)[c:78]2[cH:79][cH:80][cH:81][cH:82][cH:83]2)[P:84]([c:85]2[cH:86][cH:87][cH:88][cH:89][cH:90]2)([c:91]2[cH:92][cH:93][cH:94][cH:95][cH:96]2)[c:97]2[cH:98][cH:99][cH:100][cH:101][cH:102]2)([c:103]2[cH:104][cH:105][cH:106][cH:107][cH:108]2)[c:109]2[cH:110][cH:111][cH:112][cH:113][cH:114]2)[cH:115][cH:116]1.[n:18]1[cH:19][c:20]([B:24]([OH:25])[OH:26])[cH:21][cH:22][cH:23]1>>[Cl:1][c:2]1[c:3](-[c:20]2[cH:19][n:18][cH:23][cH:22][cH:21]2)[c:4]2[n:5][c:6]([O:15][CH3:16])[c:7]([O:13][CH3:14])[n:8][c:9]2[cH:10][c:11]1[Cl:12].